This data is from the Open Reaction Database (ORD), a public repository of structured organic reaction records. The task is: describe an organic reaction: reactants, conditions, products, and yield The reactants are Cl.NO (hydroxylamine hydrochloride), C([O-])([O-])=O.[K+].[K+] (potassium carbonate), C(#N)COC=1C=CC=C2C=CC=NC12 (8-(cyanomethoxy)-quinoline). Run in O (water), O (water), O (water), C(C)O (ethanol). Reaction conditions: time 3 hour. Product: N1=CC=CC2=CC=CC(=C12)OCC(N)=NO (2-(8-Quinolinoxy)-acetamide oxime). Reaction SMILES: Cl.[NH2:2][OH:3].C(=O)([O-])[O-].[K+].[K+].[C:10]([CH2:12][O:13][C:14]1[CH:15]=[CH:16][CH:17]=[C:18]2[C:23]=1[N:22]=[CH:21][CH:20]=[CH:19]2)#[N:11]>O.C(O)C>[N:22]1[C:23]2[C:18](=[CH:17][CH:16]=[CH:15][C:14]=2[O:13][CH2:12][C:10](=[N:2][OH:3])[NH2:11])[CH:19]=[CH:20][CH:21]=1 |f:0.1,2.3.4|. Procedure: A solution of 6.4 g of hydroxylamine hydrochloride in 10 ml of water and 6.4 g of potassium carbonate in 10 ml of water is added dropwise at room temperature, within 15 minutes, to 15.8 g of 8-(cyanomethoxy)-quinoline in 100 ml of ethanol, in the course of which the reaction mixture warms up to 30° C. After 3 hours' stirring at room temperature, the reaction mixture is diluted with 250 ml of water; it is subsequently filtered, and the residue is washed with water and dried. There is thus obtaine... Starting materials: C1(OC(C2=CC=CC=C12)=O)=O (isobenzofuran-1,3-dione), O (Water), ice, FC=1C=CC(=C2CCCOC12)C (8-fluoro-5-methylchroman), [Cl-].[Al+3].[Cl-].[Cl-] (aluminum chloride). The solvent is ClCCCl (1,2-Dichloroethane). Run at time 90 minute. Yields the product FC=1C=C(C(=C2CCCOC12)C)C(=O)C1=C(C(=O)O)C=CC=C1 (2-(8-fluoro-5-methylchroman-6-carbonyl)benzoic acid). Reaction SMILES: [F:1][C:2]1[CH:3]=[CH:4][C:5]([CH3:12])=[C:6]2[C:11]=1[O:10][CH2:9][CH2:8][CH2:7]2.[Cl-].[Al+3].[Cl-].[Cl-].[C:17]1(=[O:27])[C:25]2[C:20](=[CH:21][CH:22]=[CH:23][CH:24]=2)[C:19](=[O:26])[O:18]1.O>ClCCCl>[F:1][C:2]1[CH:3]=[C:4]([C:19]([C:20]2[CH:21]=[CH:22][CH:23]=[CH:24][C:25]=2[C:17]([OH:27])=[O:18])=[O:26])[C:5]([CH3:12])=[C:6]2[C:11]=1[O:10][CH2:9][CH2:8][CH2:7]2 |f:1.2.3.4|. Procedure: An ice cold mixture of 8-fluoro-5-methylchroman (0.955 g, 5.75 mmol) in 1,2-Dichloroethane (DCE) (10 mL) was treated with aluminum chloride (1.532 g, 11.49 mmol) followed by isobenzofuran-1,3-dione (0.809 g, 5.46 mmol). The mixture was allowed to warm to ambient temperature and stirred for 90 minutes. Water was then added and the mixture was extracted with ethyl acetate. The extracts were washed with brine, dried over sodium sulfate, filtered and concentrated to give the title compound as an off... Starting materials: BrC=1C=C(CBr)C=CC1 (3-bromobenzylbromide), Cl.COC(CN)=O (glycine methyl ester hydrochloride). The solvent is CO (methanol), C(C)N(CC)CC (triethylamine). The product is BrC=1C=C(C=CC1)CNCC(=O)OC (Methyl N-[(3-bromophenyl)methyl]glycinate). Isolated yield 36.5%. Reaction SMILES: [Br:1][C:2]1[CH:3]=[C:4]([CH:7]=[CH:8][CH:9]=1)[CH2:5]Br.Cl.[CH3:11][O:12][C:13](=[O:16])[CH2:14][NH2:15]>CO.C(N(CC)CC)C>[Br:1][C:2]1[CH:3]=[C:4]([CH2:5][NH:15][CH2:14][C:13]([O:12][CH3:11])=[O:16])[CH:7]=[CH:8][CH:9]=1 |f:1.2|. Procedure details: A solution of 3-bromobenzylbromide (4.3 g, 17.2 mmol) in methanol (25 ml) and triethylamine (5 ml) is treated with glycine methyl ester hydrochloride (4.3 g, 34.4 mmol) and heated to reflux for 18 hours. The solvent is removed in vacuo and the residue chromatographed over silica gel (0-2% methanol in ethyl acetate as eluant) to give 1.62 g of a yellow oil. The product is FC=1C=CC(=NC1)C1=NOC(=N1)C1=CC(=CC(=C1)C=1N=CNC1)F (3-(5-Fluoro-2-pyridyl)-5-(3-fluoro-5-(1H-imidazol-4-yl)phenyl) -1,2,4-oxadiazole). Solvent: C(C)(=O)OCC (ethyl acetate), O1CCCC1 (tetrahydrofuran). Reported procedure: To a solution of 3-(5-Fluoro-2-pyridyl)-5-(3-fluoro-5-(1-trityl-1H-imidazol-4-yl)phenyl)-1,2,4-oxadiazole (20.0 mg, 0.04 mmol) in tetrahydrofuran (0.5 ml) added hydrochloric acid (0.14 ml, 2N aqueous). The resulting reaction mixture was heated at reflux for 45 min. The reaction mixture was cooled to room temperature, diluted with ethyl acetate (30 ml), washed successively with sodium hydroxide (30 ml, 1N aqueous), water (30 ml) and brine (30 ml), dried (sodium sulfate), filtered and concentrated... Reactants: FC=1C=CC(=NC1)C1=NOC(=N1)C1=CC(=CC(=C1)C=1N=CN(C1)C(C1=CC=CC=C1)(C1=CC=CC=C1)C1=CC=CC=C1)F (3-(5-Fluoro-2-pyridyl)-5-(3-fluoro-5-(1-trityl-1H-imidazol-4-yl)phenyl)-1,2,4-oxadiazole), Cl (hydrochloric acid). RXN SMILES: [F:1][C:2]1[CH:3]=[CH:4][C:5]([C:8]2[N:12]=[C:11]([C:13]3[CH:18]=[C:17]([C:19]4[N:20]=[CH:21][N:22](C(C5C=CC=CC=5)(C5C=CC=CC=5)C5C=CC=CC=5)[CH:23]=4)[CH:16]=[C:15]([F:43])[CH:14]=3)[O:10][N:9]=2)=[N:6][CH:7]=1.Cl>O1CCCC1.C(OCC)(=O)C>[F:1][C:2]1[CH:3]=[CH:4][C:5]([C:8]2[N:12]=[C:11]([C:13]3[CH:18]=[C:17]([C:19]4[N:20]=[CH:21][NH:22][CH:23]=4)[CH:16]=[C:15]([F:43])[CH:14]=3)[O:10][N:9]=2)=[N:6][CH:7]=1. The yield is 13.1%. The reactants are C(C)OC(=O)CC1NS(C2=C(N1)C=C(C(=C2)S(N)(=O)=O)Cl)(=O)=O (3-ethoxycarbonylmethyl-6-chloro-7-sulfamoyl-3,4-dihydro-1,2,4-benzothiadiazine-1,1-dioxide), [OH-].[Na+] (sodium hydroxide). Solvent: C(C)O (ethanol). Yields the product C(=O)(O)CC1NS(C2=C(N1)C=C(C(=C2)S(N)(=O)=O)Cl)(=O)=O (3-carboxymethyl-6-chloro-7-sulfamoyl-3,4-dihydro-1,2,4-benzothiadiazine-1,1-dioxide). As a reaction SMILES: C([O:3][C:4]([CH2:6][CH:7]1[NH:12][C:11]2[CH:13]=[C:14]([Cl:21])[C:15]([S:17](=[O:20])(=[O:19])[NH2:18])=[CH:16][C:10]=2[S:9](=[O:23])(=[O:22])[NH:8]1)=[O:5])C.[OH-].[Na+]>C(O)C>[C:4]([CH2:6][CH:7]1[NH:12][C:11]2[CH:13]=[C:14]([Cl:21])[C:15]([S:17](=[O:20])(=[O:19])[NH2:18])=[CH:16][C:10]=2[S:9](=[O:22])(=[O:23])[NH:8]1)([OH:5])=[O:3] |f:1.2|. Procedure details: Combine 3-ethoxycarbonylmethyl-6-chloro-7-sulfamoyl-3,4-dihydro-1,2,4-benzothiadiazine-1,1-dioxide (7.7 g) with ethanol (EtOH) (250 ml) and 1N sodium hydroxide (NaOH) (70 ml) for 4 hours. Concentrate to 50 ml, add 1N hydrochloric acid (HCl) (70 ml), and extract with ethyl acetate (EtOAc). Dry the EtOAc extract over anhydrous magnesium sulfate and concentrate to obtain 3-carboxymethyl-6-chloro-7-sulfamoyl-3,4-dihydro-1,2,4-benzothiadiazine-1,1-dioxide. Reactants: N1C=NC=C1 (imidazole), intermediate 7b, ClC=1C(=C(C=CC1C#N)N[C@@H](C(=O)NNC(C1=CC=C(C=C1)F)=O)[C@H](C)O)C (N′-((2R,3S)-2-(3-chloro-4-cyano-2-methylphenylamino)-3-hydroxybutanoyl)-4-fluoro benzohydrazide), CC(C)(C)[Si](C)(C)Cl (TBDMSCl). Product: EtOAc hexanes, [Si](C)(C)(C(C)(C)C)O[C@H]([C@H](C(=O)NNC(C1=CC=C(C=C1)F)=O)NC1=C(C(=C(C=C1)C#N)Cl)C)C (N′-((2R,3S)-3-(tert-butyldimethylsilyloxy)-2-(3-chloro-4-cyano-2-methylphenylamino)-butanoyl)-4-fluorobenzohydrazide). Yield: 50.0%. As a reaction SMILES: [Cl:1][C:2]1[C:3]([CH3:28])=[C:4]([NH:10][C@H:11]([C@@H:25]([OH:27])[CH3:26])[C:12]([NH:14][NH:15][C:16](=[O:24])[C:17]2[CH:22]=[CH:21][C:20]([F:23])=[CH:19][CH:18]=2)=[O:13])[CH:5]=[CH:6][C:7]=1[C:8]#[N:9].[CH3:29][C:30]([Si:33](Cl)([CH3:35])[CH3:34])([CH3:32])[CH3:31].N1C=CN=C1>>[Si:33]([O:27][C@@H:25]([CH3:26])[C@@H:11]([NH:10][C:4]1[CH:5]=[CH:6][C:7]([C:8]#[N:9])=[C:2]([Cl:1])[C:3]=1[CH3:28])[C:12]([NH:14][NH:15][C:16](=[O:24])[C:17]1[CH:22]=[CH:21][C:20]([F:23])=[CH:19][CH:18]=1)=[O:13])([C:30]([CH3:32])([CH3:31])[CH3:29])([CH3:35])[CH3:34]. Procedure: N′-((2R,3S)-2-(3-chloro-4-cyano-2-methylphenylamino)-3-hydroxybutanoyl)-4-fluoro benzohydrazide (15.2 g, 38.0 mmol) was protected using TBDMSCl (11.32 g, 75.0 mmol) and imidazole (10.23 g, 150 mmol) in a manner analogous to that described for the preparation of intermediate 7b. Purification of the compound was accomplished by pouring the reaction mixture into ice-cold water (1.6 L) and filtering off the solid precipitate. This was taken up in methylene chloride (700 mL) and sequentially washed w... Starting materials: Cc1ccnc2[nH]c(-c3ccc(C(F)(F)F)cc3)nc12, [H-], CI, [Na+], CN(C)C=O, O. Yields the product Cc1ccnc2c1nc(-c1ccc(C(F)(F)F)cc1)n2C. RXN SMILES: [CH3:3][c:4]1[c:5]2[c:6]([n:7][cH:8][cH:9]1)[nH:10][c:11](-[c:13]1[cH:14][cH:15][c:16]([C:19]([F:20])([F:21])[F:22])[cH:17][cH:18]1)[n:12]2.[H-:1].[I:23][CH3:24].[Na+:2].[O:25]=[CH:26][N:27]([CH3:28])[CH3:29].[OH2:30]>>[CH3:3][c:4]1[c:5]2[c:6]([n:7][cH:8][cH:9]1)[n:10]([CH3:24])[c:11](-[c:13]1[cH:14][cH:15][c:16]([C:19]([F:20])([F:21])[F:22])[cH:17][cH:18]1)[n:12]2. As a reaction SMILES: [Br:14][Br:15].[C:16]([OH:17])(=[O:18])[CH3:19].[CH:1]([CH3:2])([CH3:3])[n:4]1[cH:5][n:6][c:7]2[c:8]1[cH:9][c:10]([NH2:13])[cH:11][cH:12]2>>[CH:1]([CH3:2])([CH3:3])[n:4]1[cH:5][n:6][c:7]2[c:8]1[c:9]([Br:14])[c:10]([NH2:13])[cH:11][cH:12]2. Yields the product CC(C)n1cnc2ccc(N)c(Br)c21. Reactants: BrBr, CC(=O)O, CC(C)n1cnc2ccc(N)cc21. Conditions: temperature 90 celsius, time 1 hour. Reported procedure: A mixture of 2-(6-bromophthalazin-1-yl)-5-isopropyl-2,5-diaza-bicyclo[2.2.1]heptane (60 mg, 173 μmol), N-cyclopropyl-4-methyl-3-(4,4,5,5-tetramethyl-1,3,2-dioxaborolan-2-yl)benzamide (52 mg, 173 μmol) and tetrakis(triphenylphosphine)palladium (10 mg, 9 μmol)in 5 mL DME/EtOH (4:1) was treated with 2M potassium carbonate (0.5 mL, 1 mmol) at 22° C. under nitrogen. The mixture was heated up to 90° C. and stirred for 1 h. The reaction was monitored by MS. After about 1 h at 90° C., MS showed all star... Solvent: COCCOC.CCO (DME EtOH). Yield: 78.5%. Yields the product C1(CC1)NC(C1=CC(=C(C=C1)C)C=1C=C2C=NN=C(C2=CC1)N1C2CN(C(C1)C2)C(C)C)=O (N-cyclopropyl-3-(1-(5-isopropyl-2.5-diaza-bicyclo[2.2.1]heptan-2-yl)phthalazin-6-yl)-4-methylbenzamide). Reactants: BrC=1C=C2C=NN=C(C2=CC1)N1C2CN(C(C1)C2)C(C)C (2-(6-bromophthalazin-1-yl)-5-isopropyl-2,5-diaza-bicyclo[2.2.1]heptane), C1(CC1)NC(C1=CC(=C(C=C1)C)B1OC(C(O1)(C)C)(C)C)=O (N-cyclopropyl-4-methyl-3-(4,4,5,5-tetramethyl-1,3,2-dioxaborolan-2-yl)benzamide), C([O-])([O-])=O.[K+].[K+] (potassium carbonate). The reagents and catalysts are C=1C=CC(=CC1)[P](C=2C=CC=CC2)(C=3C=CC=CC3)[Pd]([P](C=4C=CC=CC4)(C=5C=CC=CC5)C=6C=CC=CC6)([P](C=7C=CC=CC7)(C=8C=CC=CC8)C=9C=CC=CC9)[P](C=1C=CC=CC1)(C=1C=CC=CC1)C=1C=CC=CC1 (tetrakis(triphenylphosphine)palladium). RXN SMILES: Br[C:2]1[CH:3]=[C:4]2[C:9](=[CH:10][CH:11]=1)[C:8]([N:12]1[CH2:17][CH:16]3[CH2:18][CH:13]1[CH2:14][N:15]3[CH:19]([CH3:21])[CH3:20])=[N:7][N:6]=[CH:5]2.[CH:22]1([NH:25][C:26](=[O:43])[C:27]2[CH:32]=[CH:31][C:30]([CH3:33])=[C:29](B3OC(C)(C)C(C)(C)O3)[CH:28]=2)[CH2:24][CH2:23]1.C(=O)([O-])[O-].[K+].[K+]>COCCOC.CCO.C1C=CC([P]([Pd]([P](C2C=CC=CC=2)(C2C=CC=CC=2)C2C=CC=CC=2)([P](C2C=CC=CC=2)(C2C=CC=CC=2)C2C=CC=CC=2)[P](C2C=CC=CC=2)(C2C=CC=CC=2)C2C=CC=CC=2)(C2C=CC=CC=2)C2C=CC=CC=2)=CC=1>[CH:22]1([NH:25][C:26](=[O:43])[C:27]2[CH:32]=[CH:31][C:30]([CH3:33])=[C:29]([C:2]3[CH:3]=[C:4]4[C:9](=[CH:10][CH:11]=3)[C:8]([N:12]3[CH2:17][CH:16]5[CH2:18][CH:13]3[CH2:14][N:15]5[CH:19]([CH3:21])[CH3:20])=[N:7][N:6]=[CH:5]4)[CH:28]=2)[CH2:23][CH2:24]1 |f:2.3.4,5.6,^1:62,64,83,102|. The reactants are amorphous compound 51, NC1=C(C=CC=C1)SCCCC(=O)OCC (ethyl 4-(2-aminophenylthio)butyrate), C(C1=CC=CC=C1)(C1=CC=CC=C1)N1C=CC2=CC(=CC=C12)/C(=C/C(=O)O)/C (3-(1-benzhydrylindol-5-yl)isocrotonic acid). Product: C(C1=CC=CC=C1)(C1=CC=CC=C1)N1C=CC2=CC(=CC=C12)/C(=C/C(=O)NC1=C(C=CC=C1)SCCCC(=O)O)/C (4-{2-[3-(1-benzhydrylindol-5-yl)isocrotonoylamino]phenylthio}butyric acid). Reaction SMILES: [NH2:1][C:2]1[CH:7]=[CH:6][CH:5]=[CH:4][C:3]=1[S:8][CH2:9][CH2:10][CH2:11][C:12]([O:14]CC)=[O:13].[CH:17]([N:30]1[C:38]2[C:33](=[CH:34][C:35](/[C:39](/[CH3:44])=[CH:40]/[C:41](O)=[O:42])=[CH:36][CH:37]=2)[CH:32]=[CH:31]1)([C:24]1[CH:29]=[CH:28][CH:27]=[CH:26][CH:25]=1)[C:18]1[CH:23]=[CH:22][CH:21]=[CH:20][CH:19]=1>>[CH:17]([N:30]1[C:38]2[C:33](=[CH:34][C:35](/[C:39](/[CH3:44])=[CH:40]/[C:41]([NH:1][C:2]3[CH:7]=[CH:6][CH:5]=[CH:4][C:3]=3[S:8][CH2:9][CH2:10][CH2:11][C:12]([OH:14])=[O:13])=[O:42])=[CH:36][CH:37]=2)[CH:32]=[CH:31]1)([C:24]1[CH:25]=[CH:26][CH:27]=[CH:28][CH:29]=1)[C:18]1[CH:19]=[CH:20][CH:21]=[CH:22][CH:23]=1. Reported procedure: 0.37 g of amorphous compound 51 was obtained in a similar manner to those described in the Examples 1 and 2 using 1.30 g of ethyl 4-(2-aminophenylthio)butyrate and 1.0 g of 3-(1-benzhydrylindol-5-yl)isocrotonic acid obtained according to the procedures described in the Reference Examples 1-4.